From a dataset of the Open Reaction Database (ORD), a public repository of structured organic reaction records. describe an organic reaction: reactants, conditions, products, and yield Yields the product ClC1=NC=CC(=N1)C1=C(N=C(S1)C(C)C)C=1C=C(C=CC1)NS(=O)(=O)C1CC1 (N-{3-[5-(2-Chloro-4-pyrimidinyl)-2-(1-methylethyl)-1,3-thiazol-4-yl]phenyl}cyclopropanesulfonamide). Reported procedure: Following a procedure analogous to the procedure described in Intermediate 14 using 3-[5-(2-chloro-4-pyrimidinyl)-2-(1-methylethyl)-1,3-thiazol-4-yl]aniline (1.0 g, 3.03 mmol) and cyclopropanesulfonyl chloride (465 mg, 3.32 mmol) the title compound of Step A was obtained (1.24 g, 94.4% yield). 1H NMR (400 MHz, CDCl3) δ ppm 8.30 (d, J=5.3 Hz, 1H), 7.36-7.42 (m, 2H), 7.29-7.36 (m, 2H), 7.01 (d, J=5.3 Hz, 1H), 6.91-6.93 (br, 1H), 3.29-3.40 (m, 1H), 2.46-2.53 (m, 1H), 1.44 (d, J=7.0 Hz, 6H), 1.12-1.... The reactants are ClC1=NC=CC(=N1)C1=C(N=C(S1)C(C)C)C=1C=C(C=CC1)NS(=O)(=O)C1=C(C=CC=C1F)F (N-{3-[5-(2-Chloro-4-pyrimidinyl)-2-(1-methylethyl)-1,3-thiazol-4-yl]phenyl}-2,6-difluorobenzenesulfonamide), ClC1=NC=CC(=N1)C1=C(N=C(S1)C(C)C)C=1C=C(N)C=CC1 (3-[5-(2-chloro-4-pyrimidinyl)-2-(1-methylethyl)-1,3-thiazol-4-yl]aniline), C1(CC1)S(=O)(=O)Cl (cyclopropanesulfonyl chloride). Reaction SMILES: [Cl:1][C:2]1[N:7]=[C:6]([C:8]2[S:12][C:11]([CH:13]([CH3:15])[CH3:14])=[N:10][C:9]=2[C:16]2[CH:17]=[C:18]([NH:22][S:23]([C:26]3[C:31](F)=[CH:30]C=CC=3F)(=[O:25])=[O:24])[CH:19]=[CH:20][CH:21]=2)[CH:5]=[CH:4][N:3]=1.ClC1N=C(C2SC(C(C)C)=NC=2C2C=C(C=CC=2)N)C=CN=1.C1(S(Cl)(=O)=O)CC1>>[Cl:1][C:2]1[N:7]=[C:6]([C:8]2[S:12][C:11]([CH:13]([CH3:14])[CH3:15])=[N:10][C:9]=2[C:16]2[CH:17]=[C:18]([NH:22][S:23]([CH:26]3[CH2:31][CH2:30]3)(=[O:25])=[O:24])[CH:19]=[CH:20][CH:21]=2)[CH:5]=[CH:4][N:3]=1. Isolated yield 94.4%. The reactants are [Na+], CN1CCC2(c3ccccc3)OC2C1, [OH-], OCCO, Sc1ccccc1. Yields the product CN1CCC(Sc2ccccc2)(c2ccccc2)C(O)C1. RXN SMILES: [Na+:2].[O:10]1[CH:11]2[CH2:12][N:13]([CH3:23])[CH2:14][CH2:15][C:16]12[c:17]1[cH:18][cH:19][cH:20][cH:21][cH:22]1.[OH-:1].[OH:24][CH2:25][CH2:26][OH:27].[SH:3][c:4]1[cH:5][cH:6][cH:7][cH:8][cH:9]1>>[S:3]([c:4]1[cH:5][cH:6][cH:7][cH:8][cH:9]1)[C:16]1([c:17]2[cH:18][cH:19][cH:20][cH:21][cH:22]2)[CH:11]([OH:10])[CH2:12][N:13]([CH3:23])[CH2:14][CH2:15]1. The reactants are CC(C)(C)OC(=O)N1CCC2C(C1)c1cc(Br)cc3c1N2CCN3, OB(O)c1ccc(Cl)cc1Cl. Product: CC(C)(C)OC(=O)N1CCC2C(C1)c1cc(-c3ccc(Cl)cc3Cl)cc3c1N2CCN3. As a reaction SMILES: [Br:1][c:2]1[cH:3][c:4]2[c:5]3[c:10]([cH:11]1)[NH:9][CH2:8][CH2:7][N:6]3[CH:12]1[CH:13]2[CH2:14][N:15]([C:18](=[O:19])[O:20][C:21]([CH3:22])([CH3:23])[CH3:24])[CH2:16][CH2:17]1.[Cl:25][c:26]1[c:27]([B:33]([OH:34])[OH:35])[cH:28][cH:29][c:30]([Cl:32])[cH:31]1>>[c:2]1(-[c:27]2[c:26]([Cl:25])[cH:31][c:30]([Cl:32])[cH:29][cH:28]2)[cH:3][c:4]2[c:5]3[c:10]([cH:11]1)[NH:9][CH2:8][CH2:7][N:6]3[CH:12]1[CH:13]2[CH2:14][N:15]([C:18](=[O:19])[O:20][C:21]([CH3:22])([CH3:23])[CH3:24])[CH2:16][CH2:17]1. Reactants: CC1(OC2=C([C@@H]3[C@H]1O3)C=C(C=C2)C#N)C ((1aR-cis)-1a,7b-dihydro-2,2-dimethyl-2H-oxireno-[c][1]benzopyran-6-carbonitrile), C(#N)C=1C=CC2=C([C@@H]([C@H](C(O2)(C)C)O)N(C2=CC=CC=C2)CC(=O)OCC)C1 ((3R-trans)-[(6-Cyano-3,4-dihydro-3-hydroxy-2,2-dimethyl-2H-1-benzopyran-4-yl)phenylamino]acetic acid, ethyl ester). Product: O[C@H]1C(OC2=C([C@@H]1N(CCOC)C1=CC=CC=C1)C=C(C=C2)C#N)(C)C ((3R-trans)-3,4-Dihydro-3-hydroxy-4-[N-(2-methoxyethyl)-phenyl-amino]-2,2-dimethyl-2H- 1-benzopyran-6-carbonitrile), powder. The yield is 77.0%. Reaction SMILES: CC1(C)[C@@H]2O[C@@H]2C2C=C(C#N)C=CC=2O1.[C:16]([C:18]1[CH:19]=[CH:20][C:21]2[O:26][C:25]([CH3:28])([CH3:27])[C@H:24]([OH:29])[C@@H:23]([N:30]([CH2:37][C:38]([O:40][CH2:41]C)=O)[C:31]3[CH:36]=[CH:35][CH:34]=[CH:33][CH:32]=3)[C:22]=2[CH:43]=1)#[N:17]>>[OH:29][C@@H:24]1[C@@H:23]([N:30]([C:31]2[CH:36]=[CH:35][CH:34]=[CH:33][CH:32]=2)[CH2:37][CH2:38][O:40][CH3:41])[C:22]2[CH:43]=[C:18]([C:16]#[N:17])[CH:19]=[CH:20][C:21]=2[O:26][C:25]1([CH3:28])[CH3:27]. Procedure: The title compound was prepared from the title A compound and (1aR-cis)-1a,7b-dihydro-2,2-dimethyl-2H-oxireno-[c][1]benzopyran-6-carbonitrile (the title A compound of Example 3) by the procedure described for the title compound of Example 1. The oily residue was purified by flash chromatography on silica gel (ethyl acetate:hexanes/1:6), to give a colorless powder (410 mg, 77%), mp 119°-124° C. [α]D =+54.40 (c=0.43, MeOH). Analysis calculated for C21 H24N2O3 : C, 71.57; H, 6.86; N, 7.95. Found: C... The reactants are CSC (DMS), C(C1=CC=CC=C1)OC(NC[C@@H]1CC[C@H](CC1)C(C)=O)=O (trans-(4-acetyl-cyclohexylmethyl)-carbamic acid benzyl ester), C1CCOC1 (THF), BH3. Solvent: O (water). Run at temperature 50 celsius, time 30 minute. Yields the product C(C1=CC=CC=C1)OC(NC[C@@H]1CC[C@H](CC1)C(C)O)=O (trans-(−)-[4-(1-Hydroxy-ethyl)-cyclohexylmethyl]-carbamic Acid Benzyl Ester). Yield: 87.4%. As a reaction SMILES: [CH2:1]([O:8][C:9](=[O:21])[NH:10][CH2:11][C@H:12]1[CH2:17][CH2:16][C@H:15]([C:18](=[O:20])[CH3:19])[CH2:14][CH2:13]1)[C:2]1[CH:7]=[CH:6][CH:5]=[CH:4][CH:3]=1.C1COCC1.CSC>O>[CH2:1]([O:8][C:9](=[O:21])[NH:10][CH2:11][C@H:12]1[CH2:17][CH2:16][C@H:15]([CH:18]([OH:20])[CH3:19])[CH2:14][CH2:13]1)[C:2]1[CH:7]=[CH:6][CH:5]=[CH:4][CH:3]=1. Procedure: A flame dried 250 mL flask was charged with 7.95 g (27.5 mmol) trans-(4-acetyl-cyclohexylmethyl)-carbamic acid benzyl ester, 60 mL anhydrous THF and 2.7 mL (2.7 mmol) 1M (S)-2-methyl-CBS-oxazoborolidine. The mixture was heated to 50° C. then 11 mL (22 mmol) 2M BH3.DMS was added dropwise over 10 minutes; the reaction mixture was stirred for an additional 30 minutes at 50° C. and then cooled. The reaction was quenched with 25 mL MeOH and concentrated to give an oil. The material was diluted with w... Starting materials: CNC1=C(C2=C(S1)CCCC2)C(C2=CC=CC=C2)=O (2-methylamino-3-benzoyl-4,5,6,7-tetrahydrobenzo[b]thiophene), C(N)(OCC)=O (ethyl carbamate). The reagents and catalysts are [Cl-].[Zn+2].[Cl-] (zinc chloride). Conditions: temperature 200 celsius. Yields the product CN1C(N=C(C2=C1SC1=C2CCCC1)C1=CC=CC=C1)=O (1-methyl-4-phenyl-1,2,5,6,7,8-hexahydrobenzothieno[ 2,3-d]pyrimidin-2-one). Reaction SMILES: [CH3:1][NH:2][C:3]1[S:7][C:6]2[CH2:8][CH2:9][CH2:10][CH2:11][C:5]=2[C:4]=1[C:12](=O)[C:13]1[CH:18]=[CH:17][CH:16]=[CH:15][CH:14]=1.[C:20](=O)([O:22]CC)[NH2:21]>[Cl-].[Zn+2].[Cl-]>[CH3:1][N:2]1[C:3]2[S:7][C:6]3[CH2:8][CH2:9][CH2:10][CH2:11][C:5]=3[C:4]=2[C:12]([C:13]2[CH:18]=[CH:17][CH:16]=[CH:15][CH:14]=2)=[N:21][C:20]1=[O:22] |f:2.3.4|. Reported procedure: A mixture of 1.5 g of 2-methylamino-3-benzoyl-4,5,6,7-tetrahydrobenzo[b]thiophene, 1.5 g of ethyl carbamate and 0.11 g of zinc chloride is heated at 200°C for 1 hour. After cooling, the reaction mixture is extracted with chloroform. The chloroform extracts are combined, washed with water, dried over sodium sulfate and concentrated to dryness under reduced pressure and residue is recrystallized from ethanol to give 1-methyl-4-phenyl-1,2,5,6,7,8-hexahydrobenzothieno[ 2,3-d]pyrimidin-2-one as cryst... Reactants: CN1C=CC2=CC=C(C=C12)C(=O)OC (methyl N-methylindole-6-carboxylate), ice water, [OH-].[Na+] (sodium hydroxide), [Na] (sodium). Solvent: C(C)(=O)O (acetic acid). Reaction conditions: time 1 hour. Product: CN1CCC2=CC=C(C=C12)C(=O)OC (methyl N-methylindoline-6-carboxylate). Isolated yield 59.4%. Reaction SMILES: [CH3:1][N:2]1[C:10]2[C:5](=[CH:6][CH:7]=[C:8]([C:11]([O:13][CH3:14])=[O:12])[CH:9]=2)[CH:4]=[CH:3]1.[Na].[OH-].[Na+]>C(O)(=O)C>[CH3:1][N:2]1[C:10]2[C:5](=[CH:6][CH:7]=[C:8]([C:11]([O:13][CH3:14])=[O:12])[CH:9]=2)[CH2:4][CH2:3]1 |f:2.3,^1:14|. Procedure details: To a mixture of methyl N-methylindole-6-carboxylate (1.5 g) and acetic acid (22.5 ml) was added sodium cyanoboride (1.62 g), followed by stirring at room temperature for 1 hour. The reaction mixture was poured into ice-water (100 ml), and sodium hydroxide (pellet) was added thereto to adjust the pH to about 10, followed by extraction with ethyl acetate (60 ml). The organic layer was washed with a saturated sodium bicarbonate solution three times, and saturated brine in this order, and dried over... Starting materials: BrB(Br)Br, CCCC[N+](CCCC)(CCCC)CCCC, COc1ccc(C(F)(F)F)cc1C(C)=O, ClCCl, [I-]. The product is CC(=O)c1cc(C(F)(F)F)ccc1O. Reaction SMILES: [B:16]([Br:17])([Br:18])[Br:19].[CH2:24]([N+:25]([CH2:26][CH2:27][CH2:28][CH3:29])([CH2:30][CH2:31][CH2:32][CH3:33])[CH2:34][CH2:35][CH2:36][CH3:37])[CH2:38][CH2:39][CH3:40].[CH3:1][O:2][c:3]1[c:4]([C:13]([CH3:14])=[O:15])[cH:5][c:6]([C:9]([F:10])([F:11])[F:12])[cH:7][cH:8]1.[Cl:20][CH2:21][Cl:22].[I-:23]>>[OH:2][c:3]1[c:4]([C:13]([CH3:14])=[O:15])[cH:5][c:6]([C:9]([F:10])([F:11])[F:12])[cH:7][cH:8]1.